This data is from the Open Reaction Database (ORD), a public repository of structured organic reaction records. The task is: describe an organic reaction: reactants, conditions, products, and yield Reactants: [N+](=O)([O-])C1=CC=C(C=O)C=C1 (p-nitrobenzaldehyde), benzylcyclooctanones, aromatic ring, [OH-].[K+] (potassium hydroxide), C(C1=CC=CC=C1)C1C(CCCCCC1)=O (2-Benzylcyclooctanone). Product: C(C1=CC=CC=C1)C1C(C(CCCCC1)CC1=CC=C(C=C1)N)=O (2-benzyl-8-(p-aminobenzyl)cyclooctanone). As a reaction SMILES: [CH2:1]([CH:8]1[CH2:15][CH2:14][CH2:13][CH2:12][CH2:11][CH2:10][C:9]1=[O:16])[C:2]1[CH:7]=[CH:6][CH:5]=[CH:4][CH:3]=1.[N+:17]([C:20]1[CH:27]=[CH:26][C:23]([CH:24]=O)=[CH:22][CH:21]=1)([O-])=O.[OH-].[K+]>>[CH2:1]([CH:8]1[CH2:15][CH2:14][CH2:13][CH2:12][CH2:11][CH:10]([CH2:24][C:23]2[CH:26]=[CH:27][C:20]([NH2:17])=[CH:21][CH:22]=2)[C:9]1=[O:16])[C:2]1[CH:7]=[CH:6][CH:5]=[CH:4][CH:3]=1 |f:2.3|. Procedure details: This example illustrates the preparation of benzylcyclooctanones wherein the aromatic ring is substituted with an amino group. 2-Benzylcyclooctanone is allowed to react with equimolar amounts of p-nitrobenzaldehyde in refluxing methanolic potassium hydroxide for 3 hours. The 2-benzyl-8-(p-nitrobenzylidene)cyclooctanone which forms is removed by filtration and subjected to hydrogenation at 50 p.s.i.g. in the presence of 10 percent palladium on carbon using a solvent system comprising equal portio... Reaction SMILES: [C:8]([O:9][C:10](=[O:11])[NH:14][CH:15]1[CH2:16][N:17]([c:20]2[n:21][c:22]([NH:41][CH2:42][CH:43]([c:44]3[cH:45][cH:46][cH:47][cH:48][cH:49]3)[c:50]3[cH:51][cH:52][cH:53][cH:54][cH:55]3)[c:23]3[n:24][cH:25][n:26]([CH:29]4[CH:30]([OH:40])[CH:31]([OH:39])[CH:32]([NH:34][C:35]([CH2:36][CH3:37])=[O:38])[CH2:33]4)[c:27]3[n:28]2)[CH2:18][CH2:19]1)([CH3:12])([CH3:13])[CH3:56].[CH3:57][OH:58].[ClH:59].[F:1][C:2]([F:3])([F:4])[C:5]([OH:6])=[O:7]>>[NH2:14][CH:15]1[CH2:16][N:17]([c:20]2[n:21][c:22]([NH:41][CH2:42][CH:43]([c:44]3[cH:45][cH:46][cH:47][cH:48][cH:49]3)[c:50]3[cH:51][cH:52][cH:53][cH:54][cH:55]3)[c:23]3[n:24][cH:25][n:26]([CH:29]4[CH:30]([OH:40])[CH:31]([OH:39])[CH:32]([NH:34][C:35]([CH2:36][CH3:37])=[O:38])[CH2:33]4)[c:27]3[n:28]2)[CH2:18][CH2:19]1. The product is CCC(=O)NC1CC(n2cnc3c(NCC(c4ccccc4)c4ccccc4)nc(N4CCC(N)C4)nc32)C(O)C1O. Reactants: CCC(=O)NC1CC(n2cnc3c(NCC(c4ccccc4)c4ccccc4)nc(N4CCC(NC(=O)OC(C)(C)C)C4)nc32)C(O)C1O, CO, Cl, O=C(O)C(F)(F)F. Starting materials: O (water), BrC=1C=NC(=NC1)Cl (5-bromo-2-chloropyrimidine), CC=1NC=C(N1)C (2,4-dimethyl-1H-imidazole), C(=O)([O-])[O-].[K+].[K+] (K2CO3). The solvent is CCOC(=O)C (EtOAc), CN1CCCC1=O (NMP). Conditions: temperature 80 celsius, time 8 hour. Product: BrC=1C=NC(=NC1)N1C(=NC(=C1)C)C (5-bromo-2-(2,4-dimethyl-1H-imidazol-1-yl)-pyrimidine). The yield is 51.0%. As a reaction SMILES: [Br:1][C:2]1[CH:3]=[N:4][C:5](Cl)=[N:6][CH:7]=1.[CH3:9][C:10]1[NH:11][CH:12]=[C:13]([CH3:15])[N:14]=1.C([O-])([O-])=O.[K+].[K+].O>CN1C(=O)CCC1.CCOC(C)=O>[Br:1][C:2]1[CH:3]=[N:4][C:5]([N:11]2[CH:12]=[C:13]([CH3:15])[N:14]=[C:10]2[CH3:9])=[N:6][CH:7]=1 |f:2.3.4|. Procedure details: To a solution of 5-bromo-2-chloropyrimidine (0.3 g, 1.55 mmol) in NMP (15 mL) were added 2,4-dimethyl-1H-imidazole (0.224 g, 2.2 mmol) and K2CO3 (0.43 g, 3.1 mmol). The resulting solution was stirred at 80° C. overnight. After water (50 mL) and EtOAc (50 mL) were added, the mixture was extracted with EtOAc (3×50 mL). The combined organic layer was washed with brine (50 mL), dried over Na2SO4, filtered, and concentrated. The residue was purified by pre-TLC to afford 5-bromo-2-(2,4-dimethyl-1H-imi...